Dataset: the Open Reaction Database (ORD), a public repository of structured organic reaction records. Task: describe an organic reaction: reactants, conditions, products, and yield Reactants: C1(=CC=CC=C1)P(C1=CC=CC=C1)C1=CC=CC=C1 (Triphenylphosphine), C(C)(C)(C)OC(=O)N1CCN(CC1)CCCN=[N+]=[N-] (4-(3-azido-propyl)-piperazine-1-carboxylic acid tert-butyl ester), C1CCOC1 (THF), C(C)#N (acetonitrile), resultant mixture. The solvent is O (water). The product is C(C)(C)(C)OC(=O)N1CCN(CC1)CCCN (4-(3-amino-propyl)-piperazine-1-carboxylic acid tert-butyl ester), oil. The yield is 95.0%. Reaction SMILES: C1(P(C2C=CC=CC=2)C2C=CC=CC=2)C=CC=CC=1.[C:20]([O:24][C:25]([N:27]1[CH2:32][CH2:31][N:30]([CH2:33][CH2:34][CH2:35][N:36]=[N+]=[N-])[CH2:29][CH2:28]1)=[O:26])([CH3:23])([CH3:22])[CH3:21].C1COCC1.C(#N)C>O>[C:20]([O:24][C:25]([N:27]1[CH2:28][CH2:29][N:30]([CH2:33][CH2:34][CH2:35][NH2:36])[CH2:31][CH2:32]1)=[O:26])([CH3:23])([CH3:22])[CH3:21]. Procedure details: Triphenylphosphine (2.78 g, 10.6 mmol) is added to a stirred solution of 4-(3-azido-propyl)-piperazine-1-carboxylic acid tert-butyl ester (2.05 g, 7.61 mmol) in a solution of THF (10 mL)/acetonitrile (30 mL)/water (4 mL). The resultant mixture is stirred for 16 hours. After concentration and subsequent chromatography on silica gel, eluting with 2 M NH3/CH3OH in dichloromethane 0-20%, the title compound is obtained as a clear oil (1.76 g, 95% yield). Procedure details: To a solution of (R)-1-(5-benzyl-2-(2,5-difluorophenyl)thiazol-4-yl)-2,2-dimethylpropan-1-amine (140 mg, 0.378 mmol) in CH2Cl2 (7.0 mL) was added NaBH(OAc)3 (400 mg, 1.89 mmol). To this solution, the crude (3R,4S)-benzyl 3-fluoro-4-formylpyrrolidine-1-carboxylate (obtained from 2.0 equiv. of (3R,4R)-benzyl 3-fluoro-4-vinylpyrrolidine-1-carboxylate) in CH2Cl2 (1.0 mL) was added over 3 minute at room temperature. After stirred for 20 min, the reaction mixture was quenched with saturated NaHCO3 sol... Yield: 60.0%. Reaction SMILES: [CH2:1]([C:8]1[S:12][C:11]([C:13]2[CH:18]=[C:17]([F:19])[CH:16]=[CH:15][C:14]=2[F:20])=[N:10][C:9]=1[C@H:21]([NH2:26])[C:22]([CH3:25])([CH3:24])[CH3:23])[C:2]1[CH:7]=[CH:6][CH:5]=[CH:4][CH:3]=1.[BH-](OC(C)=O)(OC(C)=O)OC(C)=O.[Na+].[F:41][C@@H:42]1[C@H:46]([CH:47]=O)[CH2:45][N:44]([C:49]([O:51][CH2:52][C:53]2[CH:58]=[CH:57][CH:56]=[CH:55][CH:54]=2)=[O:50])[CH2:43]1>C(Cl)Cl>[CH2:1]([C:8]1[S:12][C:11]([C:13]2[CH:18]=[C:17]([F:19])[CH:16]=[CH:15][C:14]=2[F:20])=[N:10][C:9]=1[C@H:21]([NH:26][CH2:47][C@H:46]1[C@@H:42]([F:41])[CH2:43][N:44]([C:49]([O:51][CH2:52][C:53]2[CH:58]=[CH:57][CH:56]=[CH:55][CH:54]=2)=[O:50])[CH2:45]1)[C:22]([CH3:23])([CH3:25])[CH3:24])[C:2]1[CH:3]=[CH:4][CH:5]=[CH:6][CH:7]=1 |f:1.2|. The solvent is C(Cl)Cl (CH2Cl2), C(Cl)Cl (CH2Cl2). Reaction conditions: time 20 minute. Product: C(C1=CC=CC=C1)C1=C(N=C(S1)C1=C(C=CC(=C1)F)F)[C@@H](C(C)(C)C)NC[C@@H]1CN(C[C@@H]1F)C(=O)OCC1=CC=CC=C1 ((3R,4R)-benzyl 3-(((R)-1-(5-benzyl-2-(2,5-difluorophenyl)thiazol-4-yl)-2,2-dimethylpropylamino)methyl)-4-fluoropyrrolidine-1-carboxylate). The reactants are C(C1=CC=CC=C1)C1=C(N=C(S1)C1=C(C=CC(=C1)F)F)[C@@H](C(C)(C)C)N ((R)-1-(5-benzyl-2-(2,5-difluorophenyl)thiazol-4-yl)-2,2-dimethylpropan-1-amine), [BH-](OC(=O)C)(OC(=O)C)OC(=O)C.[Na+] (NaBH(OAc)3), F[C@H]1CN(C[C@H]1C=O)C(=O)OCC1=CC=CC=C1 ((3R,4S)-benzyl 3-fluoro-4-formylpyrrolidine-1-carboxylate). Starting materials: C(C=C)(=O)OCC (ethyl acrylate), [O-]CC.[Na+] (sodium ethoxide), C(CCCCCCC\C=C/CCCCCCCC)OCCNCCOCCCCCCCC\C=C/CCCCCCCC (bis(2-((Z)-Octadec-9-enyloxy)ethyl)amine). Solvent: C(C)O (ethanol). Conditions: time 8 hour. The product is C(CCCCCCC\C=C/CCCCCCCC)OCCN(CCC(=O)OCC)CCOCCCCCCCC\C=C/CCCCCCCC (ethyl 3-(bis(2-((Z)-octadec-9-enyloxy)ethyl)amino)propanoate). The yield is 85.6%. As a reaction SMILES: [CH2:1]([O:19][CH2:20][CH2:21][NH:22][CH2:23][CH2:24][O:25][CH2:26][CH2:27][CH2:28][CH2:29][CH2:30][CH2:31][CH2:32][CH2:33]/[CH:34]=[CH:35]\[CH2:36][CH2:37][CH2:38][CH2:39][CH2:40][CH2:41][CH2:42][CH3:43])[CH2:2][CH2:3][CH2:4][CH2:5][CH2:6][CH2:7][CH2:8]/[CH:9]=[CH:10]\[CH2:11][CH2:12][CH2:13][CH2:14][CH2:15][CH2:16][CH2:17][CH3:18].[C:44]([O:48][CH2:49][CH3:50])(=[O:47])[CH:45]=[CH2:46].[O-]CC.[Na+]>C(O)C>[CH2:26]([O:25][CH2:24][CH2:23][N:22]([CH2:21][CH2:20][O:19][CH2:1][CH2:2][CH2:3][CH2:4][CH2:5][CH2:6][CH2:7][CH2:8]/[CH:9]=[CH:10]\[CH2:11][CH2:12][CH2:13][CH2:14][CH2:15][CH2:16][CH2:17][CH3:18])[CH2:46][CH2:45][C:44]([O:48][CH2:49][CH3:50])=[O:47])[CH2:27][CH2:28][CH2:29][CH2:30][CH2:31][CH2:32][CH2:33]/[CH:34]=[CH:35]\[CH2:36][CH2:37][CH2:38][CH2:39][CH2:40][CH2:41][CH2:42][CH3:43] |f:2.3|. Reported procedure: Compound 67 (400 mg, 0.660 mmol) obtained in Example 67 was dissolved in ethanol (8 mL), and stirred overnight under heat and reflux after adding ethyl acrylate (3.59 mL, 33.0 mmol) and sodium ethoxide (22.5 mg, 0.330 mmol). After cooling the reaction solution, the solvent was distilled away under reduced pressure. The resulting residue was purified by silica gel column chromatography (chloroform/methanol=100/0 to 98/2) to give ethyl 3-(bis(2-((Z)-octadec-9-enyloxy)ethyl)amino)propanoate (399 mg... Reactants: ice, C(=O)(O)[O-].[Na+] (NaHCO3), [Li]CCCC (n-BuLi), hexanes, C(=O)OC (methyl formate), ClC=1C=C(C=NC1)OCC1=CC=CC=C1 (5-Chloro-3-benzyloxypyridine). Solvent: CC(=O)C.CCCCCC (acetone hexane), C1CCOC1 (THF). Reaction conditions: temperature -10 celsius, time 10 minute. The product is ClC=1C(=C(C=NC1)OCC1=CC=CC=C1)C=O (5-Chloro 3-benzyloxy pyridine-4-carboxaldehyde). Isolated yield 75.0%. RXN SMILES: [Li]CCCC.[Cl:6][C:7]1[CH:8]=[C:9]([O:13][CH2:14][C:15]2[CH:20]=[CH:19][CH:18]=[CH:17][CH:16]=2)[CH:10]=[N:11][CH:12]=1.[CH:21](OC)=[O:22].C([O-])(O)=O.[Na+]>C1COCC1.CC(C)=O.CCCCCC>[Cl:6][C:7]1[C:8]([CH:21]=[O:22])=[C:9]([O:13][CH2:14][C:15]2[CH:16]=[CH:17][CH:18]=[CH:19][CH:20]=2)[CH:10]=[N:11][CH:12]=1 |f:3.4,6.7|. Procedure: To a stirred solution of dilsopropylamine (4.5 mL, 31.78 mmol) in anhydrous tetrahydrofuiran (20 mL) under nitrogen atmosphere at −5° C. was added dropwise n-BuLi in hexanes (2.5 M solution, 12.8 mL, 31.78 mmol) maintaining internal temperature of the reaction mixture below 0° C. The reaction mixture was stirred at −10° C. for 10 minutes, then at 0° C. for 30 minutes. This was cooled to −78° C. and a solution of Example 236A (5.8 g, 26.5 mmol) in anhydrous tetrahydroffiran (30 mL) was added slow...